From a dataset of the Open Reaction Database (ORD), a public repository of structured organic reaction records. describe an organic reaction: reactants, conditions, products, and yield Starting materials: NC=1C2=C(N=C(N1)N1N=C(C3=CC(=CC=C13)Cl)CCC(F)(F)F)NC(C2(C)C)=O (4-AMINO-2-[5-CHLORO-3-(3,3,3-TRIFLUOROPROPYL)-1H-INDAZOL-1-YL]-5,5-DIMETHYL-5,7-DIHYDRO-6H-PYRROLO[2,3-D]PYRIMIDIN-6-ONE). The reagents and catalysts are [OH-].[OH-].[Pd+2] (palladium hydroxide on carbon). Run in CO (MeOH). The product is NC=1C2=C(N=C(N1)N1N=C(C3=CC=CC=C13)CCC(F)(F)F)NC(C2(C)C)=O (4-AMINO-5,5-DIMETHYL-2-[3-(3,3,3-TRIFLUOROPROPYL)-1H-INDAZOL-1-YL]-5,7-DIHYDRO-6H-PYRROLO[2,3-D]PYRIMIDIN-6-ONE). RXN SMILES: [NH2:1][C:2]1[C:3]2[C:26]([CH3:28])([CH3:27])[C:25](=[O:29])[NH:24][C:4]=2[N:5]=[C:6]([N:8]2[C:16]3[C:11](=[CH:12][C:13](Cl)=[CH:14][CH:15]=3)[C:10]([CH2:18][CH2:19][C:20]([F:23])([F:22])[F:21])=[N:9]2)[N:7]=1>CO.[OH-].[OH-].[Pd+2]>[NH2:1][C:2]1[C:3]2[C:26]([CH3:27])([CH3:28])[C:25](=[O:29])[NH:24][C:4]=2[N:5]=[C:6]([N:8]2[C:16]3[C:11](=[CH:12][CH:13]=[CH:14][CH:15]=3)[C:10]([CH2:18][CH2:19][C:20]([F:22])([F:21])[F:23])=[N:9]2)[N:7]=1 |f:2.3.4|. Procedure: The compound of Example 1 (9 mg, 0.02 mmol) and palladium hydroxide on carbon (20 wt %, 15 mg) in MeOH (ca 10 mL) were stirred under a hydrogen atmosphere (balloon). After stirring for several hours the solution was filtered through celite and concentrated. The residue was purified by preparative TLC using 5% MeOH/DCM as the eluent to give the indicated compound. 1H NMR (500 MHz, DMSO-d6): δ 11.08 (s, 1H); 8.82 (d, J=8.5 Hz, 1H); 7.89 (d, J=8.0 Hz, 1H); 7.53 (t, J=7.8 Hz, 1H); 7.31 (t, J=7.5 Hz,... Reaction SMILES: [CH2:1]([O:3][C:4]([CH2:6][CH2:7][CH2:8][CH2:9][CH2:10][CH2:11][N:12]1[CH2:17][CH2:16][N:15]([C:18]2[CH:23]=[CH:22][CH:21]=[CH:20][C:19]=2[O:24][CH3:25])[CH2:14][CH2:13]1)=[O:5])[CH3:2].C(OCC)(=O)C.[C:32]([OH:39])(=[O:38])/[CH:33]=[CH:34]/[C:35]([OH:37])=[O:36]>C(O)C>[C:32]([OH:39])(=[O:38])/[CH:33]=[CH:34]/[C:35]([OH:37])=[O:36].[CH2:1]([O:3][C:4]([CH2:6][CH2:7][CH2:8][CH2:9][CH2:10][CH2:11][N:12]1[CH2:17][CH2:16][N:15]([C:18]2[CH:23]=[CH:22][CH:21]=[CH:20][C:19]=2[O:24][CH3:25])[CH2:14][CH2:13]1)=[O:5])[CH3:2] |f:4.5|. Reported procedure: A solution of 3.48 g (0.01 mol) of the 1-(6-ethoxycarbonylhexyl)-4-(o-methoxyphenyl)piperazine in 50 ml of a mixture of ethyl acetate and ethanol (vol. ratio=50:1) was stirred with 1.16 g (0.01 mol) of fumaric acid at 60° C. for 30 minutes. The mixture was left to stand overnight under cooling to give 3.71 g of 1-(6-ethoxycarbonylhexyl)-4-(o-methoxyphenyl)piperazine fumarate. The fumarate was recrystallized from a mixture of ethyl acetate and ethanol (vol. ratio=50:1) to give an analytically pur... Isolated yield 79.9%. The product is C(\C=C\C(=O)O)(=O)O.C(C)OC(=O)CCCCCCN1CCN(CC1)C1=C(C=CC=C1)OC (1-(6-ethoxycarbonylhexyl)-4-(o-methoxyphenyl)piperazine fumarate). Run in mixture, C(C)O (ethanol). Conditions: time 8 hour. Reactants: C(C)OC(=O)CCCCCCN1CCN(CC1)C1=C(C=CC=C1)OC (1-(6-ethoxycarbonylhexyl)-4-(o-methoxyphenyl)piperazine), C(C)(=O)OCC (ethyl acetate), C(\C=C\C(=O)O)(=O)O (fumaric acid). Starting materials: BrC1=C(C(C=CC=C1)=O)O (3-bromo-2-hydroxy-2,4,6-cycloheptatrien-1-one), C[O-].[Na+] (sodium methoxide), [Na] (sodium). The solvent is CO (methanol). Reaction conditions: temperature 80 celsius. Yields the product OC=1C(C=CC=CC1OC)=O (2-hydroxy-3-methoxy-2,4,6-cycloheptatrien-1-one). RXN SMILES: Br[C:2]1[CH:8]=[CH:7][CH:6]=[CH:5][C:4](=[O:9])[C:3]=1[OH:10].[CH3:11][O-:12].[Na+].[Na]>CO>[OH:10][C:3]1[C:4](=[O:9])[CH:5]=[CH:6][CH:7]=[CH:8][C:2]=1[O:12][CH3:11] |f:1.2,^1:13|. Reported procedure: A solution of 3-bromo-2-hydroxy-2,4,6-cycloheptatrien-1-one [27.5 g, described by T. Toda et al., Nippon Hagaku Zasshi, 88, 1234-5 (1967), (CA 68 101342)] and sodium methoxide (prepared from 12.6 g of sodium in methanol followed by evaporation of the methanol) in dimethyl sulfoxide (300 ml) is heated at 80° C for 1 hour. The solution is cooled poured on ice, acidified with 2N sulfuric acid and extracted with ethyl acetate. The organic extract is washed with brine, dried over sodium sulfate and e...